The task is: describe an organic reaction: reactants, conditions, products, and yield. This data is from the Open Reaction Database (ORD), a public repository of structured organic reaction records. The reactants are Cc1cccc(C(=N)NOCCCl)c1[N+](=O)[O-], CN1CCCC1=O, [H-], [Na+]. The product is Cc1cccc(C2=NOCCN2)c1[N+](=O)[O-]. As a reaction SMILES: [CH3:1][c:2]1[c:3]([N+:15](=[O:16])[O-:17])[c:4]([C:5](=[NH:6])[NH:7][O:8][CH2:9][CH2:10][Cl:11])[cH:12][cH:13][cH:14]1.[CH3:20][N:21]1[CH2:22][CH2:23][CH2:24][C:25]1=[O:26].[H-:18].[Na+:19]>>[CH3:1][c:2]1[c:3]([N+:15](=[O:16])[O-:17])[c:4]([C:5]2=[N:7][O:8][CH2:9][CH2:10][NH:6]2)[cH:12][cH:13][cH:14]1. The reactants are ClCC(=O)C1=CC(=C(C=C1)C(C)C)S(N)(=O)=O (2-chloro-4'isopropyl-3'-sulfamoylacetophenone), C(C)NC(=S)NCC (1,3-diethylthio urea). Yields the product Cl.C(C)N1C(SCC1(O)C1=CC(=C(C=C1)C(C)C)S(N)(=O)=O)=NCC (3-Ethyl-2-ethylimino-4-(4-isopropyl-3-sulfamoylphenyl)-1,3-thiazolidine-4-ol-hydrochloride). RXN SMILES: [Cl:1][CH2:2][C:3]([C:5]1[CH:10]=[CH:9][C:8]([CH:11]([CH3:13])[CH3:12])=[C:7]([S:14](=[O:17])(=[O:16])[NH2:15])[CH:6]=1)=[O:4].[CH2:18]([NH:20][C:21]([NH:23][CH2:24][CH3:25])=[S:22])[CH3:19]>>[ClH:1].[CH2:24]([N:23]1[C:3]([C:5]2[CH:10]=[CH:9][C:8]([CH:11]([CH3:13])[CH3:12])=[C:7]([S:14](=[O:17])(=[O:16])[NH2:15])[CH:6]=2)([OH:4])[CH2:2][S:22][C:21]1=[N:20][CH2:18][CH3:19])[CH3:25] |f:2.3|. Procedure: 5.5 g of 2-chloro-4'isopropyl-3'-sulfamoylacetophenone and 2.2 g of 1,3-diethylthio urea were reacted and worked up as prescribed in Example 12. Colorless solid body, decomposition beginning at 96° C, γC=N 1610 cm-1.